This data is from the Open Reaction Database (ORD), a public repository of structured organic reaction records. The task is: describe an organic reaction: reactants, conditions, products, and yield The reactants are COC([C@@H](NC(=O)OC(C)(C)C)CCOCC1=CC=CC=C1)=O (N-tert-butoxycarbonyl-O-benzyl-L-homoserine methyl ester). Reagents/catalysts: [Pd] (palladium on activated carbon). Run in CO (methanol). Run at time 14.5 hour. The product is C(C)(C)(C)OC(=O)N[C@@H]1C(=O)OCC1 ((S)-2-tert-Butoxycarbonylamino-4-Butanolide). RXN SMILES: CO[C:3](=[O:23])[C@H:4]([CH2:13][CH2:14][O:15]CC1C=CC=CC=1)[NH:5][C:6]([O:8][C:9]([CH3:12])([CH3:11])[CH3:10])=[O:7]>[Pd].CO>[C:9]([O:8][C:6]([NH:5][C@H:4]1[CH2:13][CH2:14][O:15][C:3]1=[O:23])=[O:7])([CH3:10])([CH3:11])[CH3:12]. Reported procedure: A mixture of N-tert-butoxycarbonyl-O-benzyl-L-homoserine methyl ester (A, 3.13 g) and 10% palladium on activated carbon (0.93 g) in methanol (160 mL) was stirred at room temperature for 14.5 hr under hydrogen. The catalysts were removed by filtration and washed with methanol. The combined organic layers were evaporated in vacuo. The residue was purified by silica gel column chromatography (chloroform:methanol=40:1 to 20:1, v/v) to afford the title compound (1.65 g) as a white powder: 1H NMR (400... Starting materials: C(C1=CC=CC=C1)OC1=CC=C2C(=C(N(C(C2=C1)=O)C)C(C#N)O[Si](C)(C)C)C=1C(=C2CCCOC2=CC1)C ([7-Benzyloxy-2-methyl-4-(5-methyl-chroman-6-yl)-1-oxo-1,2-dihydro-isoquinolin-3-yl]-trimethylsilanyloxy-acetonitrile), ice water, OS(=O)(=O)O.CO (H2SO4 CH3OH). Run at temperature 80 celsius. The product is COC(C(C=1N(C(C2=CC(=CC=C2C1C=1C(=C2CCCOC2=CC1)C)O)=O)C)O)=O (Hydroxyl-[7-hydroxy-2-methyl-4-(5-methyl-chroman-6-yl)-1-oxo-1,2-dihydro-isoquinolin-3-yl]-acetic acid methyl ester). The yield is 32.0%. As a reaction SMILES: C([O:8][C:9]1[CH:18]=[C:17]2[C:12]([C:13]([C:29]3[C:30]([CH3:39])=[C:31]4[C:36](=[CH:37][CH:38]=3)[O:35][CH2:34][CH2:33][CH2:32]4)=[C:14]([CH:21]([O:24][Si](C)(C)C)[C:22]#N)[N:15]([CH3:20])[C:16]2=[O:19])=[CH:11][CH:10]=1)C1C=CC=CC=1.[OH:40]S(O)(=O)=O.[CH3:45][OH:46]>>[CH3:45][O:46][C:22](=[O:40])[CH:21]([OH:24])[C:14]1[N:15]([CH3:20])[C:16](=[O:19])[C:17]2[C:12]([C:13]=1[C:29]1[C:30]([CH3:39])=[C:31]3[C:36](=[CH:37][CH:38]=1)[O:35][CH2:34][CH2:33][CH2:32]3)=[CH:11][CH:10]=[C:9]([OH:8])[CH:18]=2 |f:1.2|. Procedure details: To a solution of [7-Benzyloxy-2-methyl-4-(5-methyl-chroman-6-yl)-1-oxo-1,2-dihydro-isoquinolin-3-yl]-trimethylsilanyloxy-acetonitrile (2.5 g, 4.64 mmol) in H2SO4/CH3OH (30 mL, V/V=1:3). The resulting mixture was heated to 80° C. under N2 for 12 h. The reaction mixture was poured into ice water and extracted with DCM (50 mL*3), dried over sodium sulfate and concentrated to dryness. The mixture was purified by chromatography column on silica gel to afford the title product (0.6 g, 32%). LCMS (10-8... The reactants are C(C)(=O)OCCBr (2-bromoethyl acetate), CN1C=C(C2=CC(=C(C=C12)O)OC)C1=CC=2C(=NC=CC2)N1S(=O)(=O)C1=CC=C(C=C1)C (2-[1-methyl-5-methoxy-6-hydroxyl-1H-indol-3-yl]-1-(toluene-4-sulfonyl)-1H-pyrrolo[2,3-b]pyridine). Yields the product COC=1C=C2C(=CN(C2=CC1OCCOC(C)=O)C)C1=CC=2C(=NC=CC2)N1S(=O)(=O)C1=CC=C(C=C1)C (2-[5-methoxy-6-(2-acetyloxyethoxy)-1-methyl-1H-indol-3-yl]-1-(toluene-4-sulfonyl)-1H-pyrrolo[2,3-b]pyridine). Reaction SMILES: [C:1]([O:4][CH2:5][CH2:6]Br)(=[O:3])[CH3:2].[CH3:8][N:9]1[C:17]2[C:12](=[CH:13][C:14]([O:19][CH3:20])=[C:15]([OH:18])[CH:16]=2)[C:11]([C:21]2[N:29]([S:30]([C:33]3[CH:38]=[CH:37][C:36]([CH3:39])=[CH:35][CH:34]=3)(=[O:32])=[O:31])[C:24]3=[N:25][CH:26]=[CH:27][CH:28]=[C:23]3[CH:22]=2)=[CH:10]1>>[CH3:20][O:19][C:14]1[CH:13]=[C:12]2[C:17](=[CH:16][C:15]=1[O:18][CH2:6][CH2:5][O:4][C:1](=[O:3])[CH3:2])[N:9]([CH3:8])[CH:10]=[C:11]2[C:21]1[N:29]([S:30]([C:33]2[CH:34]=[CH:35][C:36]([CH3:39])=[CH:37][CH:38]=2)(=[O:32])=[O:31])[C:24]2=[N:25][CH:26]=[CH:27][CH:28]=[C:23]2[CH:22]=1. Procedure: 2-[5-Methoxy-6-(2-acetyloxyethoxy)-1-methyl-1H-indol-3-yl]-1-(toluene-4-sulfonyl)-1H-pyrrolo[2,3-b]pyridine is prepared by following the procedure described in example 147d, but using 0.246 ml of 2-bromoethyl acetate and 0.5 g of 2-[1-methyl-5-methoxy-6-hydroxyl-1H-indol-3-yl]-1-(toluene-4-sulfonyl)-1H-pyrrolo[2,3-b]pyridine. After purification by flash-pack chromatography (silica, 40/60 by volume ethyl acetate/cyclohexane as eluents), 0.506 g of 2-[5-methoxy-6-(2-acetyloxyethoxy)-1-methyl-1H-in... The reactants are NC1=C(C(=O)O)C=C(C=C1)C (2-amino-5-methyl-benzoic acid), ClC(=O)OCC (ethyl chloroformate). Solvent: C(C)(=O)Cl (acetyl chloride). Product: CC1=CC=C2C(C(=O)OC(N2)=O)=C1 (5-methylisatoic anhydride). Isolated yield 80.0%. RXN SMILES: [NH2:1][C:2]1[CH:10]=[CH:9][C:8]([CH3:11])=[CH:7][C:3]=1[C:4]([OH:6])=[O:5].Cl[C:13](OCC)=[O:14]>C(Cl)(=O)C>[CH3:11][C:8]1[CH:7]=[C:3]2[C:4]([O:6][C:13](=[O:14])[NH:1][C:2]2=[CH:10][CH:9]=1)=[O:5]. Procedure: 15.1 g (100 mmol) of 2-amino-5-methyl-benzoic acid was refluxed with 60 mL of ethyl chloroformate for 6 h, and then was refluxed for another 3 h after addition of 60 mL of acetyl chloride. The solid was collected, washed with hexane to give 14.2 g (80%) of the 5-methylisatoic anhydride.